From a dataset of the Open Reaction Database (ORD), a public repository of structured organic reaction records. describe an organic reaction: reactants, conditions, products, and yield Reactants: C1(CC(CCC1)=O)=O (1,3-cyclohexane dione), C1(=CC=CC=C1)NN (phenylhydrazine). The solvent is O (water), O (water). Yields the product C1CCC(C=2C3=CC=CC=C3NC12)=O (1,2,3,9-Tetrahydro-4H-carbazol-4-one). The yield is 91.5%. Reaction SMILES: [C:1]1(=O)[CH2:6][CH2:5][CH2:4][C:3](=[O:7])[CH2:2]1.[C:9]1([NH:15]N)[CH:14]=[CH:13][CH:12]=[CH:11][CH:10]=1>O>[CH2:6]1[C:1]2[NH:15][C:9]3[C:10](=[CH:11][CH:12]=[CH:13][CH:14]=3)[C:2]=2[C:3](=[O:7])[CH2:4][CH2:5]1. Procedure: To a solution of 1,3-cyclohexane dione (1.99 g, 17.7 mmol) in water (55 mL) is added phenylhydrazine (1.92 g, 17.7 mmol) in 10 mL of water. A gummy solid quickly formed, which after completion of the addition is scrapped with a spatula to give a solid. The solid is collected, washed with water, and dried in a vacuum oven to give 3.0 g of a tan solid. After drying, the tan solid is stirred at reflux in TFA (25 mL) overnight. Upon cooling, TFA is removed in vacuo and water is added to the residue.... The reactants are ClS(=O)(=O)O (chlorosulfonic acid), CC(C)(C)C1=CC=C(C=C1)OC (4-(1,1-dimethylethyl)anisole), ice water. The solvent is C(Cl)Cl (methylene chloride), C(Cl)Cl (methylene chloride). Run at time 40 minute. The product is CC(C)(C)C=1C=C(C(=CC1)OC)S(=O)(=O)Cl (3-(1,1-Dimethylethyl)-6-methoxybenzenesulfonyl chloride). As a reaction SMILES: [CH3:1][C:2]([C:5]1[CH:10]=[CH:9][C:8]([O:11][CH3:12])=[CH:7][CH:6]=1)([CH3:4])[CH3:3].[Cl:13][S:14](O)(=[O:16])=[O:15]>C(Cl)Cl>[CH3:4][C:2]([C:5]1[CH:10]=[C:9]([S:14]([Cl:13])(=[O:16])=[O:15])[C:8]([O:11][CH3:12])=[CH:7][CH:6]=1)([CH3:1])[CH3:3]. Procedure: 12.3 g (0.075 mole) of 4-(1,1-dimethylethyl)anisole, dissolved in 30 ml of methylene chloride, are added dropwise, while cooling with ice, to 16.5 ml of chlorosulfonic acid, dissolved in 20 ml of methylene chloride. The mixture is stirred for 40 minutes and is then poured into ice water. The organic phase is separated off, washed with water, dried with MgSO4 and concentrated. Product: Cc1cccc2nc(CCc3ccc(C(=O)c4ccc(C(F)(F)F)cc4)cc3)n(C)c(=O)c12. Starting materials: C1CCOC1, Cc1cccc2nc(C=Cc3ccc(C(=O)c4ccc(C(F)(F)F)cc4)cc3)n(C)c(=O)c12, CCOC(C)=O, CO. Reaction SMILES: [CH2:34]1[O:35][CH2:36][CH2:37][CH2:38]1.[CH3:1][n:2]1[c:3]([CH:14]=[CH:15][c:16]2[cH:17][cH:18][c:19]([C:22]([c:23]3[cH:24][cH:25][c:26]([C:29]([F:30])([F:31])[F:32])[cH:27][cH:28]3)=[O:33])[cH:20][cH:21]2)[n:4][c:5]2[cH:6][cH:7][cH:8][c:9]([CH3:13])[c:10]2[c:11]1=[O:12].[CH3:39][CH2:40][O:41][C:42](=[O:43])[CH3:44].[CH3:45][OH:46]>>[CH3:1][n:2]1[c:3]([CH2:14][CH2:15][c:16]2[cH:17][cH:18][c:19]([C:22]([c:23]3[cH:24][cH:25][c:26]([C:29]([F:30])([F:31])[F:32])[cH:27][cH:28]3)=[O:33])[cH:20][cH:21]2)[n:4][c:5]2[cH:6][cH:7][cH:8][c:9]([CH3:13])[c:10]2[c:11]1=[O:12]. The reactants are ClC1=CC=C(CCl)C=C1 (4-chlorobenzyl chloride), Cl[SiH](Cl)Cl (trichlorosilane). Reagents/catalysts: [Cl-].C(CCC)[P+](CCCC)(CCCC)CCCC (tetrabutylphosphonium chloride). Yields the product ClC1=CC=C(C[Si](Cl)(Cl)Cl)C=C1 ((4-chlorobenzyl)trichlorosilane). The yield is 70.2%. Reaction SMILES: [Cl:1][C:2]1[CH:9]=[CH:8][C:5]([CH2:6]Cl)=[CH:4][CH:3]=1.[Cl:10][SiH:11]([Cl:13])[Cl:12]>[Cl-].C([P+](CCCC)(CCCC)CCCC)CCC>[Cl:1][C:2]1[CH:9]=[CH:8][C:5]([CH2:6][Si:11]([Cl:13])([Cl:12])[Cl:10])=[CH:4][CH:3]=1 |f:2.3|. Procedure details: In the same apparatus and procedure as Example 1 above, 0.22 g (0.75 mmol) of tetrabutylphosphonium chloride, 1.21 g (7.51 mmol) of 4-chlorobenzyl chloride, and 3.05 g (22.5 mmol) of trichlorosilane were reacted at 130° C. for 4 hrs. The resulting mixture was distilled to give 1.37 g of (4-chlorobenzyl)trichlorosilane (yield; 81%). Reactants: mercuric oxide, CC=1SC=C(C1CO)C (2,4-dimethyl-3-hydroxymethylthiophene), II (iodine), 11. Solvent: C1=CC=CC=C1 (benzene). Run at temperature -50 celsius. The product is CC=1SC(=C(C1CO)C)I (2,4-dimethyl-3-hydroxymethyl-5-iodothiophene). As a reaction SMILES: [I:1]I.[CH3:3][C:4]1[S:5][CH:6]=[C:7]([CH3:11])[C:8]=1[CH2:9][OH:10]>C1C=CC=CC=1>[CH3:3][C:4]1[S:5][C:6]([I:1])=[C:7]([CH3:11])[C:8]=1[CH2:9][OH:10]. Reported procedure: 10.0 G. (46 mmol) of mercuric oxide and 14.7 g. (58 mmol) of iodine were added alternately over a period of 11/4 hrs. to a vigorously stirred solution of 8.2 g. (57.7 mmol) of 2,4-dimethyl-3-hydroxymethylthiophene in 300 ml. of benzene. The reaction mixture was kept at room temperature by cooling with and ice bath and stirring was continued for an additional hour. The mercuric iodide which precipitated was filtered and washed well with warm ethyl ether. The combined organic solutions were washed...